From a dataset of the Open Reaction Database (ORD), a public repository of structured organic reaction records. describe an organic reaction: reactants, conditions, products, and yield The reactants are CO (methanol), OC1C=C(C(C1)=O)CCCCCCC(=O)OC (methyl 3(RS)-hydroxy-5-oxocyclopent-1-eneheptanoate), O(N)[C@H](C(=O)O)CC(C)C (2(S)- aminoxyisocaproic acid), Cl (hydrochloric acid). The solvent is N1=CC=CC=C1 (pyridine), C(C)(=O)OCC (ethyl acetate). Run at time 16 hour. The product is O[C@H]1C=C(C(C1)=NOC(CC(C)C)C(=O)O)CCCCCCC(=O)OC (methyl 3(R)-hydroxy-5[(1-carboxyisoamyl)oxyimino]cyclopent-1-eneheptanoate), O[C@@H]1C=C(C(C1)=NOC(CC(C)C)C(=O)O)CCCCCCC(=O)OC (methyl 3(S)-hydroxy-5-[(1-carboxyisoamyl)oxyimino]cyclopent-1-eneheptanoate). Reaction SMILES: [OH:1][CH:2]1[CH2:6][C:5](=O)[C:4]([CH2:8][CH2:9][CH2:10][CH2:11][CH2:12][CH2:13][C:14]([O:16][CH3:17])=[O:15])=[CH:3]1.[O:18]([C@@H:20]([CH2:24][CH:25]([CH3:27])[CH3:26])[C:21]([OH:23])=[O:22])[NH2:19].CO.Cl>C(OCC)(=O)C.N1C=CC=CC=1>[OH:1][C@@H:2]1[CH2:6][C:5](=[N:19][O:18][CH:20]([C:21]([OH:23])=[O:22])[CH2:24][CH:25]([CH3:27])[CH3:26])[C:4]([CH2:8][CH2:9][CH2:10][CH2:11][CH2:12][CH2:13][C:14]([O:16][CH3:17])=[O:15])=[CH:3]1.[OH:1][C@H:2]1[CH2:6][C:5](=[N:19][O:18][CH:20]([C:21]([OH:23])=[O:22])[CH2:24][CH:25]([CH3:27])[CH3:26])[C:4]([CH2:8][CH2:9][CH2:10][CH2:11][CH2:12][CH2:13][C:14]([O:16][CH3:17])=[O:15])=[CH:3]1. Reported procedure: A mixture consisting of 0.240 part of methyl 3(RS)-hydroxy-5-oxocyclopent-1-eneheptanoate, 0.200 part of 2(S)- aminoxyisocaproic acid and 4 parts of methanol is treated with 0.5 part of pyridine. That mixture is allowed to stand at room temperature for about 16 hours and then is poured into 45 parts of ethyl acetate and 20 parts by volume of 0.5 N hydrochloric acid. The ethyl acetate layer is separated, washed with water and dried over anhydrous sodium sulfate. The solvent is removed by evaporat...